Dataset: the Open Reaction Database (ORD), a public repository of structured organic reaction records. Task: describe an organic reaction: reactants, conditions, products, and yield Reactants: C1(=CC=CC=C1)S(=O)(=O)N1C(N(C(C1)C1=CC(=CC=C1)Br)C(C)C)=O (1-benzenesulfonyl-4-(3-bromo-phenyl)-3-isopropyl-imidazolidin-2-one), FC=1C=CC(=C(C1)B(O)O)OC (5-fluoro-2-methoxyphenylboronic acid), C([O-])([O-])=O.[Na+].[Na+] (sodium carbonate). The reagents and catalysts are C1=CC=C(C=C1)P([C-]2C=CC=C2)C3=CC=CC=C3.C1=CC=C(C=C1)P([C-]2C=CC=C2)C3=CC=CC=C3.Cl[Pd]Cl.[Fe+2].ClCCl (dichloro[1,1′-bis(diphenylphosphino)ferrocene]palladium dichloromethane). The solvent is O1CCOCC1.O (dioxane water). Yields the product C1(=CC=CC=C1)S(=O)(=O)N1C(N(C(C1)C=1C=C(C=CC1)C1=C(C=CC(=C1)F)OC)C(C)C)=O (1-benzenesulfonyl-4-(5′-fluoro-2′-methoxy-biphenyl-3-yl)-3-isopropyl-imidazolidin-2-one). RXN SMILES: [C:1]1([S:7]([N:10]2[CH2:14][CH:13]([C:15]3[CH:20]=[CH:19][CH:18]=[C:17](Br)[CH:16]=3)[N:12]([CH:22]([CH3:24])[CH3:23])[C:11]2=[O:25])(=[O:9])=[O:8])[CH:6]=[CH:5][CH:4]=[CH:3][CH:2]=1.[F:26][C:27]1[CH:28]=[CH:29][C:30]([O:36][CH3:37])=[C:31](B(O)O)[CH:32]=1.C(=O)([O-])[O-].[Na+].[Na+]>O1CCOCC1.O.C1C=CC(P(C2C=CC=CC=2)[C-]2C=CC=C2)=CC=1.C1C=CC(P(C2C=CC=CC=2)[C-]2C=CC=C2)=CC=1.Cl[Pd]Cl.[Fe+2].ClCCl>[C:1]1([S:7]([N:10]2[CH2:14][CH:13]([C:15]3[CH:16]=[C:17]([C:29]4[CH:28]=[C:27]([F:26])[CH:32]=[CH:31][C:30]=4[O:36][CH3:37])[CH:18]=[CH:19][CH:20]=3)[N:12]([CH:22]([CH3:24])[CH3:23])[C:11]2=[O:25])(=[O:9])=[O:8])[CH:6]=[CH:5][CH:4]=[CH:3][CH:2]=1 |f:2.3.4,5.6,7.8.9.10.11|. Procedure details: In analogy to example 1, step 3,1-benzenesulfonyl-4-(3-bromo-phenyl)-3-isopropyl-imidazolidin-2-one (example 12, step 1) was reacted with 5-fluoro-2-methoxyphenylboronic acid in the presence of dichloro[1,1′-bis(diphenylphosphino)ferrocene]palladium dichloromethane adduct and sodium carbonate in dioxane/water to give 1-benzenesulfonyl-4-(5′-fluoro-2′-methoxy-biphenyl-3-yl)-3-isopropyl-imidazolidin-2-one as an off-white solid. MS: 469.2 ([M+H]+) Starting materials: C=1C=CC2=C(C1)N=NN2O (HOBT), C(C)(=O)O (acetic acid), CCN(C(C)C)C(C)C (DIPEA), CCN=C=NCCCN(C)C (EDCI), FC(C(=O)O)(F)F.NCCN1C(C(CC2=CC=CC=C12)NC(=O)C=1NC2=CC=C(C=C2C1)Cl)=O (N-[1-(2-aminoethyl)-2-oxo-1,2,3,4-tetrahydroquinolin-3-yl]-5-chloro-1H-indole-2-carboxamide trifluoroacetate). Solvent: CCOC(=O)C (EtOAc), C(Cl)Cl (DCM), C1CCOC1 (THF). Reaction conditions: time 90 minute. Product: CCCC(C)C (isohexane), C(C)(=O)NCCN1C(C(CC2=CC=CC=C12)NC(=O)C=1NC2=CC=C(C=C2C1)Cl)=O (N-{1-[2-(Acetylamino)ethyl]-2-oxo-1,2,3,4-tetrahydroquinolin-3-yl}-5-chloro-1H-indole-2-carboxamide). Yield: 94.1%. RXN SMILES: C1C=CC2N(O)N=NC=2C=1.[C:11](O)(=[O:13])[CH3:12].CCN(C(C)C)C(C)C.CCN=C=NCCCN(C)C.FC(F)(F)C(O)=O.[NH2:42][CH2:43][CH2:44][N:45]1[C:54]2[C:49](=[CH:50][CH:51]=[CH:52][CH:53]=2)[CH2:48][CH:47]([NH:55][C:56]([C:58]2[NH:59][C:60]3[C:65]([CH:66]=2)=[CH:64][C:63]([Cl:67])=[CH:62][CH:61]=3)=[O:57])[C:46]1=[O:68]>C(Cl)Cl.C1COCC1.CCOC(C)=O>[CH3:46][CH2:47][CH2:48][CH:49]([CH3:54])[CH3:50].[C:11]([NH:42][CH2:43][CH2:44][N:45]1[C:54]2[C:49](=[CH:50][CH:51]=[CH:52][CH:53]=2)[CH2:48][CH:47]([NH:55][C:56]([C:58]2[NH:59][C:60]3[C:65]([CH:66]=2)=[CH:64][C:63]([Cl:67])=[CH:62][CH:61]=3)=[O:57])[C:46]1=[O:68])(=[O:13])[CH3:12] |f:4.5|. Reported procedure: HOBT (27 mg, 0.2 mmol), acetic acid (12.5 μL, 0.22 mmol), DIPEA (35 μl, 0.2 mmol) and then EDCI (48 mg, 0.25 mmol) were added to a solution of N-[1-(2-aminoethyl)-2-oxo-1,2,3,4-tetrahydroquinolin-3-yl]-5-chloro-1H-indole-2-carboxamide trifluoroacetate (Method 9, 100 mg, 0.2 mmol) in DCM (2 mL) and THF (0.5 mL). The reaction was stirred for 90 mins at ambient temperature, diluted with EtOAc (5 mL), washed with 1 N NaOH (3 mL), 1 N HCl (3 mL), saturated aqueous NaHCO3 solution (5 mL) and dried (Mg... The reactants are Cl, COC(=O)c1ccc(N2CCCC2)nc1. Product: O=C(O)c1ccc(N2CCCC2)nc1. As a reaction SMILES: [ClH:16].[N:1]1([c:6]2[n:7][cH:8][c:9]([C:10](=[O:11])[O:12][CH3:13])[cH:14][cH:15]2)[CH2:2][CH2:3][CH2:4][CH2:5]1>>[N:1]1([c:6]2[n:7][cH:8][c:9]([C:10](=[O:11])[OH:12])[cH:14][cH:15]2)[CH2:2][CH2:3][CH2:4][CH2:5]1.